This data is from the Open Reaction Database (ORD), a public repository of structured organic reaction records. The task is: describe an organic reaction: reactants, conditions, products, and yield Starting materials: CN1C(NC2=CC=CC(=C2C1=O)I)=O (3-methyl-5-iodo-1,2,3,4-tetrahydro-2,4-dioxo-quinazoline), [N+](#[C-])CC(=O)OCC (ethyl isocyanoacetate). Yields the product CN1C=2N(C3=CC=CC(=C3C1=O)I)C=NC2C(=O)OCC (Ethyl 4,5-dihydro-4-methyl-5-oxo-6-iodo-imidazo(1,5-a)-quinazoline-3-carboxylate). RXN SMILES: [CH3:1][N:2]1[C:11](=[O:12])[C:10]2[C:5](=[CH:6][CH:7]=[CH:8][C:9]=2[I:13])[NH:4][C:3]1=O.[N+:15]([CH2:17][C:18]([O:20][CH2:21][CH3:22])=[O:19])#[C-:16]>>[CH3:1][N:2]1[C:11](=[O:12])[C:10]2[C:5](=[CH:6][CH:7]=[CH:8][C:9]=2[I:13])[N:4]2[CH:16]=[N:15][C:17]([C:18]([O:20][CH2:21][CH3:22])=[O:19])=[C:3]12. Procedure details: M.p. 266°-267° C. by reaction between 3-methyl-5-iodo-1,2,3,4-tetrahydro-2,4-dioxo-quinazoline and ethyl isocyanoacetate.